The task is: describe an organic reaction: reactants, conditions, products, and yield. This data is from the Open Reaction Database (ORD), a public repository of structured organic reaction records. Reactants: [NH4+].[Cl-] (NH4Cl), COC1=CC=C(C(=O)C2CCN(CC2)[C@@H]2C(NCC2)=O)C=C1 ((S)-3-(4-(4-methoxybenzoyl)piperidin-1-yl)pyrrolidin-2-one), ClCC=1NC(C2=C(N1)CCOC2)=O (2-chloromethyl-3,5,7,8-tetrahydro-pyrano[4,3-d]pyrimidin-4-one), [H-].[Na+] (NaH). The solvent is ClCCl (dichloromethane), [OH-].[Na+] (NaOH), C1CCOC1 (THF). Run at temperature 1.7 celsius, time 8 hour. Product: COC1=CC=C(C(=O)C2CCN(CC2)[C@@H]2C(N(CC2)CC=2NC(C3=C(N2)CCOC3)=O)=O)C=C1 (2-{(S)-3-[4-(4-Methoxy-benzoyl)-piperidin-1-yl]-2-oxo-pyrrolidin-1-ylmethyl}-3,5,7,8-tetrahydro-pyrano[4,3-d]pyrimidin-4-one). Yield: 82.9%. As a reaction SMILES: [CH3:1][O:2][C:3]1[CH:22]=[CH:21][C:6]([C:7]([CH:9]2[CH2:14][CH2:13][N:12]([C@H:15]3[CH2:19][CH2:18][NH:17][C:16]3=[O:20])[CH2:11][CH2:10]2)=[O:8])=[CH:5][CH:4]=1.[H-].[Na+].Cl[CH2:26][C:27]1[NH:28][C:29](=[O:37])[C:30]2[CH2:36][O:35][CH2:34][CH2:33][C:31]=2[N:32]=1.[NH4+].[Cl-]>C1COCC1.ClCCl.[OH-].[Na+]>[CH3:1][O:2][C:3]1[CH:4]=[CH:5][C:6]([C:7]([CH:9]2[CH2:14][CH2:13][N:12]([C@H:15]3[CH2:19][CH2:18][N:17]([CH2:26][C:27]4[NH:28][C:29](=[O:37])[C:30]5[CH2:36][O:35][CH2:34][CH2:33][C:31]=5[N:32]=4)[C:16]3=[O:20])[CH2:11][CH2:10]2)=[O:8])=[CH:21][CH:22]=1 |f:1.2,4.5,8.9|. Procedure: A solution of (S)-3-(4-(4-methoxybenzoyl)piperidin-1-yl)pyrrolidin-2-one (25.66 g, 85 mmol) in THF (283 mL) was cooled to −1.7° C. and to this was slowly added NaH (10.18 g, 255 mmol) and 2-chloromethyl-3,5,7,8-tetrahydro-pyrano[4,3-d]pyrimidin-4-one (89 mmol, 17.88 g) maintaining the temperature below 5° C. The reaction vessel was immersed into an ice-water bath and allowed bath to expire overnight. When reaction was complete by LCMS (approximately 15 h), the reaction was cooled to 1.7° C. and ... Reactants: C(C)(C)N (isopropylamine), C(CC)N (propylamine), C(CC)NC1=CC=CC=2C(C3=CC=C(C=C3C(C12)=O)Cl)=O (1-propylamino-7-chloroanthraquinone). The product is C(CC)NC1=CC=CC=2C(C3=CC(=CC=C3C(C12)=O)Cl)=O (1-propylamino-6-chloroanthraquinone). Reaction SMILES: C(N)(C)C.[CH2:5]([NH2:8])[CH2:6][CH3:7].C(N[C:13]1[C:26]2[C:25](=[O:27])[C:24]3[C:19](=[CH:20][CH:21]=[C:22]([Cl:28])[CH:23]=3)[C:18](=[O:29])[C:17]=2[CH:16]=[CH:15][CH:14]=1)CC>>[CH2:5]([NH:8][C:16]1[C:17]2[C:18](=[O:29])[C:19]3[C:24](=[CH:23][C:22]([Cl:28])=[CH:21][CH:20]=3)[C:25](=[O:27])[C:26]=2[CH:13]=[CH:14][CH:15]=1)[CH2:6][CH3:7]. Procedure: If the procedure indicated is followed but isopropylamine is replaced by propylamine, 22 g of 1-propylamino-7-chloroanthraquinone are obtained. The nitrobenzene/methanol mother liquor is concentrated and the residue is treated with methanol and with a little nitrobenzene. After working up, 8 g of 1-propylamino-6-chloroanthraquinone are obtained.